Dataset: the Open Reaction Database (ORD), a public repository of structured organic reaction records. Task: describe an organic reaction: reactants, conditions, products, and yield Reactants: CC(C)I, CC(=O)NC(C)COc1ccc(Oc2ccc(O)cc2)cc1. The product is CC(=O)NC(C)COc1ccc(Oc2ccc(OC(C)C)cc2)cc1. RXN SMILES: [I:23][CH:24]([CH3:25])[CH3:26].[OH:1][c:2]1[cH:3][cH:4][c:5]([O:6][c:7]2[cH:8][cH:9][c:10]([O:11][CH2:12][CH:13]([CH3:14])[NH:15][C:16]([CH3:17])=[O:18])[cH:19][cH:20]2)[cH:21][cH:22]1>>[O:1]([c:2]1[cH:3][cH:4][c:5]([O:6][c:7]2[cH:8][cH:9][c:10]([O:11][CH2:12][CH:13]([CH3:14])[NH:15][C:16]([CH3:17])=[O:18])[cH:19][cH:20]2)[cH:21][cH:22]1)[CH:24]([CH3:25])[CH3:26]. The reactants are Cn1c(=O)c2ccc(F)cc2n(CCN2CCC(NC(=O)OC(C)(C)C)CC2)c1=O, COc1ccc2c(c1)N(CCN1CCC(N)CC1)C(=O)OC2. Product: Cn1c(=O)c2ccc(F)cc2n(CCN2CCC(N)CC2)c1=O. RXN SMILES: [F:1][c:2]1[cH:3][cH:4][c:5]2[c:6](=[O:30])[n:7]([CH3:29])[c:8](=[O:28])[n:9]([CH2:12][CH2:13][N:14]3[CH2:15][CH2:16][CH:17]([NH:20][C:21](=[O:22])[O:23][C:24]([CH3:25])([CH3:26])[CH3:27])[CH2:18][CH2:19]3)[c:10]2[cH:11]1.[NH2:31][CH:32]1[CH2:33][CH2:34][N:35]([CH2:36][CH2:37][N:38]2[c:39]3[cH:40][c:41]([O:42][CH3:43])[cH:44][cH:45][c:46]3[CH2:47][O:48][C:49]2=[O:50])[CH2:51][CH2:52]1>>[F:1][c:2]1[cH:3][cH:4][c:5]2[c:6](=[O:30])[n:7]([CH3:29])[c:8](=[O:28])[n:9]([CH2:12][CH2:13][N:14]3[CH2:15][CH2:16][CH:17]([NH2:20])[CH2:18][CH2:19]3)[c:10]2[cH:11]1. The reactants are [Ba+2], O=C([O-])[O-], CCOC(C)=O, CN(C)C=O, CCOC(=O)NC1Cc2ccccc2C1Cl, COc1ccc(N)c(CO)c1. Product: CCOC(=O)NC1Cc2ccccc2C1Nc1ccc(OC)cc1CO. RXN SMILES: [Ba+2:32].[C:28](=[O:29])([O-:30])[O-:31].[CH3:33][CH2:34][O:35][C:36](=[O:37])[CH3:38].[CH3:39][N:40]([CH3:41])[CH:42]=[O:43].[Cl:12][CH:13]1[CH:14]([NH:22][C:23](=[O:24])[O:25][CH2:26][CH3:27])[CH2:15][c:16]2[cH:17][cH:18][cH:19][cH:20][c:21]21.[NH2:1][c:2]1[c:3]([CH2:4][OH:5])[cH:6][c:7]([O:10][CH3:11])[cH:8][cH:9]1>>[NH:1]([c:2]1[c:3]([CH2:4][OH:5])[cH:6][c:7]([O:10][CH3:11])[cH:8][cH:9]1)[CH:13]1[CH:14]([NH:22][C:23](=[O:24])[O:25][CH2:26][CH3:27])[CH2:15][c:16]2[cH:17][cH:18][cH:19][cH:20][c:21]21. The reactants are 1-(4,5-Oxipentyl)-3,7- dimethylxanthine, BrCCCC=C (1-bromo-4-pentene), O (water), [H-].[Na+] (Sodium hydride), N1C(=O)N(C)C=2N=CN(C)C2C1=O (theobromine). Solvent: CS(=O)C (dimethylsulfoxide). Reaction conditions: time 20 minute. Product: C(CCC=C)N1C(=O)N(C=2N=CN(C2C1=O)C)C (1-(4-pentenyl)-3,7-dimethylxanthine). Isolated yield 77.9%. As a reaction SMILES: [H-].[Na+].[NH:3]1[C:14](=[O:15])[C:13]2[N:11]([CH3:12])[CH:10]=[N:9][C:8]=2[N:6]([CH3:7])[C:4]1=[O:5].Br[CH2:17][CH2:18][CH2:19][CH:20]=[CH2:21].O>CS(C)=O>[CH2:21]([N:3]1[C:14](=[O:15])[C:13]2[N:11]([CH3:12])[CH:10]=[N:9][C:8]=2[N:6]([CH3:7])[C:4]1=[O:5])[CH2:20][CH2:19][CH:18]=[CH2:17] |f:0.1|. Reported procedure: This example illustrates a synthesis of 1-(4,5-Oxipentyl)-3,7- dimethylxanthine. Sodium hydride (95%) (1.38 g, 55 mmol) was added to a solution of theobromine (9.0 g, 50 mmol) in dimethylsulfoxide (300 mL). After 20 minutes of stirring, 1-bromo-4-pentene(7.45 g, 50 mmol) was added. After 16 hours of stirring at room temperature, the reaction was poured into a separatory funnel containing 1 L of water and extracted with dichloromethane (5×200 mL). The organic extracts were combined, washed with w... Reactants: O (water), FC(C(=O)O)(F)F.ClC1=CN=C(C2=CC(=CC=C12)C(=O)NC(CO)C(=O)O)NC(=N)N (N-[(4-Chloro-1-guanidino-7-isoquinolinyl)carbonyl]-DL-serine trifluoroacetate), Cl.NC(=N)N (guanidine hydrochloride), C(C)(C)(C)OC(C(NC(=O)C1=CC=C2C(=CN=C(C2=C1)Cl)Cl)COC(C)(C)C)=O (O-t-Butyl-N-[(1,4-dichloro-7-isoquinolinyl)carbonyl]-DL-serine t-butyl ester). Run in CS(=O)C (DMSO). Run at temperature 80 celsius. Product: C(C)(C)(C)OC(C(NC(=O)C1=CC=C2C(=CN=C(C2=C1)NC(=N)N)Cl)COC(C)(C)C)=O (O-t-butyl-N-[(4-chloro-1-guanidino-7-isoquinolinyl)carbonyl]-DL-serine t-butyl ester). Yield: 42.9%. As a reaction SMILES: FC(F)(F)C(O)=O.ClC1C2C(=CC(C(NC(C(O)=O)CO)=O)=CC=2)C(NC(N)=N)=NC=1.Cl.[NH2:33][C:34]([NH2:36])=[NH:35].[C:37]([O:41][C:42](=[O:65])[CH:43]([CH2:59][O:60][C:61]([CH3:64])([CH3:63])[CH3:62])[NH:44][C:45]([C:47]1[CH:56]=[C:55]2[C:50]([C:51]([Cl:58])=[CH:52][N:53]=[C:54]2Cl)=[CH:49][CH:48]=1)=[O:46])([CH3:40])([CH3:39])[CH3:38].O>CS(C)=O>[C:37]([O:41][C:42](=[O:65])[CH:43]([CH2:59][O:60][C:61]([CH3:64])([CH3:63])[CH3:62])[NH:44][C:45]([C:47]1[CH:56]=[C:55]2[C:50]([C:51]([Cl:58])=[CH:52][N:53]=[C:54]2[NH:35][C:34]([NH2:36])=[NH:33])=[CH:49][CH:48]=1)=[O:46])([CH3:40])([CH3:39])[CH3:38] |f:0.1,2.3|. Procedure details: N-[(4-Chloro-1-guanidino-7-isoquinolinyl)carbonyl]-DL-serine trifluoroacetate ##STR72## NaH (54 mg, 80% dispersion in mineral oil, 1.80 mmol) was added to a solution of guanidine hydrochloride (173 mg, 1.81 mmol) in DMSO (6 mL) and the solution was heated to 80° C. for 30 min. O-t-Butyl-N-[(1,4-dichloro-7-isoquinolinyl)carbonyl]-DL-serine t-butyl ester (330 mg, 0.70 mmol) was added and the mixture heated at 80° C. for 3 h. The cooled mixture was poured into water (50 mL) and extracted with EtOAc... Starting materials: CCOC(=O)CC1OB(O)c2cc(Oc3ccccn3)cc(C)c21, C1CCOC1, Cl, [Li+], [OH-], O. Yields the product Cc1cc(Oc2ccccn2)cc2c1C(CC(=O)O)OB2O. As a reaction SMILES: [CH2:1]([CH3:2])[O:3][C:4]([CH2:5][CH:6]1[c:7]2[c:8]([cH:12][c:13]([O:17][c:18]3[n:19][cH:20][cH:21][cH:22][cH:23]3)[cH:14][c:15]2[CH3:16])[B:9]([OH:11])[O:10]1)=[O:24].[CH2:28]1[O:29][CH2:30][CH2:31][CH2:32]1.[ClH:27].[Li+:26].[OH-:25].[OH2:33]>>[O:3]=[C:4]([CH2:5][CH:6]1[c:7]2[c:8]([cH:12][c:13]([O:17][c:18]3[n:19][cH:20][cH:21][cH:22][cH:23]3)[cH:14][c:15]2[CH3:16])[B:9]([OH:11])[O:10]1)[OH:24]. The reactants are BrCC1CCCCN(Cc2ccccc2)C1, CC(C)(C)[O-], CS(C)=O, CCOC(C)=O, COc1cc2c(cc1OC)CC(=O)NC=C2, [K+]. Product: COc1cc2c(cc1OC)CC(=O)N(CC1CCCCN(Cc3ccccc3)C1)C=C2. As a reaction SMILES: [CH2:23]([c:24]1[cH:25][cH:26][cH:27][cH:28][cH:29]1)[N:30]1[CH2:31][CH:32]([CH2:37][Br:38])[CH2:33][CH2:34][CH2:35][CH2:36]1.[CH3:1][C:2]([CH3:3])([O-:4])[CH3:5].[CH3:39][S:40]([CH3:41])=[O:42].[CH3:43][CH2:44][O:45][C:46](=[O:47])[CH3:48].[CH3:7][O:8][c:9]1[cH:10][c:11]2[c:12]([cH:19][c:20]1[O:21][CH3:22])[CH2:13][C:14](=[O:18])[NH:15][CH:16]=[CH:17]2.[K+:6]>>[CH3:7][O:8][c:9]1[cH:10][c:11]2[c:12]([cH:19][c:20]1[O:21][CH3:22])[CH2:13][C:14](=[O:18])[N:15]([CH2:37][CH:32]1[CH2:31][N:30]([CH2:23][c:24]3[cH:25][cH:26][cH:27][cH:28][cH:29]3)[CH2:36][CH2:35][CH2:34][CH2:33]1)[CH:16]=[CH:17]2.